Dataset: the Open Reaction Database (ORD), a public repository of structured organic reaction records. Task: describe an organic reaction: reactants, conditions, products, and yield The reactants are [OH-].[Na+] (sodium hydroxide), N([C@@H]([C@H](OCC1=CC=CC=C1)C)C(=O)N[C@@H](CC1=CC=C(C=C1)OCC1=CC=CC=C1)C(=O)N1[C@H](C(=O)OCC2=CC=CC=C2)CCC1)C(=O)OC(C)(C)C (BOC-Thr(Bzl)-Tyr(Bzl)-Pro-OBzl), Cl (hydrochloric acid). The solvent is C1CCOC1 (THF). Run at time 3 hour. Yields the product N([C@@H]([C@H](OCC1=CC=CC=C1)C)C(=O)N[C@@H](CC1=CC=C(C=C1)OCC1=CC=CC=C1)C(=O)N1[C@H](C(=O)O)CCC1)C(=O)OC(C)(C)C (BOC-Thr(Bzl)-Tyr(Bzl)-Pro-OH). The yield is 67.9%. Reaction SMILES: [NH:1]([C:49]([O:51][C:52]([CH3:55])([CH3:54])[CH3:53])=[O:50])[C@H:2]([C:13]([NH:15][C@H:16]([C:32]([N:34]1[CH2:48][CH2:47][CH2:46][C@H:35]1[C:36]([O:38]CC1C=CC=CC=1)=[O:37])=[O:33])[CH2:17][C:18]1[CH:23]=[CH:22][C:21]([O:24][CH2:25][C:26]2[CH:31]=[CH:30][CH:29]=[CH:28][CH:27]=2)=[CH:20][CH:19]=1)=[O:14])[C@@H:3]([CH3:12])[O:4][CH2:5][C:6]1[CH:11]=[CH:10][CH:9]=[CH:8][CH:7]=1.[OH-].[Na+].Cl>C1COCC1>[NH:1]([C:49]([O:51][C:52]([CH3:53])([CH3:55])[CH3:54])=[O:50])[C@H:2]([C:13]([NH:15][C@H:16]([C:32]([N:34]1[CH2:48][CH2:47][CH2:46][C@H:35]1[C:36]([OH:38])=[O:37])=[O:33])[CH2:17][C:18]1[CH:23]=[CH:22][C:21]([O:24][CH2:25][C:26]2[CH:27]=[CH:28][CH:29]=[CH:30][CH:31]=2)=[CH:20][CH:19]=1)=[O:14])[C@@H:3]([CH3:12])[O:4][CH2:5][C:6]1[CH:7]=[CH:8][CH:9]=[CH:10][CH:11]=1 |f:1.2|. Procedure details: A solution of 3.60 g of BOC-Thr(Bzl)-Tyr(Bzl)-Pro-OBzl dissolved in 20 ml of THF was mixed under cooling and stirring with 5.83 ml of 1N sodium hydroxide, and the mixture was stirred at room temperature for 3 hours. Then, 1N hydrochloric acid was added to adjust pH to 7, and the mixture was concentrated under reduced pressure to evaporate THF. The residual aqueous solution was diluted with water, washed with diethyl ether, then adjusted to pH 2 with addition of 1N hydrochloric acid and extracted... Starting materials: Cl.C(C)N=C=N (3-ethylcarbodiimide hydrochloride), CN(C)C1=NC=CC=C1 (dimethylaminopyridine), IC1=NC=C(C(=O)O)C=C1 (6-iodonicotinic acid), C(C)O (ethanol). The solvent is ClCCl (dichloromethane), ClCCl (dichloromethane). Run at temperature 50 celsius. Yields the product IC1=NC=C(C(=O)OCC)C=C1 (Ethyl 6-iodonicotinoate). RXN SMILES: [I:1][C:2]1[CH:10]=[CH:9][C:5]([C:6]([OH:8])=[O:7])=[CH:4][N:3]=1.Cl.[CH2:12](N=C=N)[CH3:13].C(O)C.CN(C1C=CC=CN=1)C>ClCCl>[I:1][C:2]1[CH:10]=[CH:9][C:5]([C:6]([O:8][CH2:12][CH3:13])=[O:7])=[CH:4][N:3]=1 |f:1.2|. Procedure details: To a suspension of 6-iodonicotinic acid (23.38 g, 94.20 mmol) in dichloromethane (100 ml) was added a solution of 13-dimethylaminopropyl)-3-ethylcarbodiimide hydrochloride (19.86 g, 103.6 mmol) in dichloromethane (250 ml). To this mixture was added ethanol (12.40 g, 269.27 mmol) followed by dimethylaminopyridine (1.15 g, 9.41 mmol). The mixture was heated at 50° C. for 24.5 hours, concentrated in vacuo, and diluted with water (200 ml) then extracted with ethyl ether (550 ml). The combined organi... RXN SMILES: [Cl:1][C:2]1[CH:3]=[C:4]([N:11]([C:16]2[C:35]([CH:36]3[CH2:38][CH2:37]3)=[CH:34][C:19]3[C:20]([C:30]([NH:32][CH3:33])=[O:31])=[C:21]([C:23]4[CH:28]=[CH:27][C:26]([F:29])=[CH:25][CH:24]=4)[O:22][C:18]=3[CH:17]=2)[S:12]([CH3:15])(=[O:14])=[O:13])[CH:5]=[CH:6][C:7]=1[N+:8]([O-])=O>[Pt].C1COCC1.CO>[NH2:8][C:7]1[CH:6]=[CH:5][C:4]([N:11]([C:16]2[C:35]([CH:36]3[CH2:38][CH2:37]3)=[CH:34][C:19]3[C:20]([C:30]([NH:32][CH3:33])=[O:31])=[C:21]([C:23]4[CH:24]=[CH:25][C:26]([F:29])=[CH:27][CH:28]=4)[O:22][C:18]=3[CH:17]=2)[S:12]([CH3:15])(=[O:14])=[O:13])=[CH:3][C:2]=1[Cl:1] |f:2.3|. Reagents/catalysts: [Pt] (sulfided platinum on carbon). Procedure details: A solution of 6-(N-(3-chloro-4-nitrophenyl)methylsulfonamido)-5-cyclopropyl-2-(4-fluorophenyl)-N-methylbenzofuran-3-carboxamide (11.0 g, 19.7 mmol) in 1:1 THF/MeOH (75 mL) was subjected to hydrogenation at 40 psi in the presence of 5% sulfided platinum on carbon (0.560 g). After 4 hours an additional portion of catalyst was added (0.250 g). After another 16 hours the reaction vessel was purged with nitrogen, catalyst removed by filtration through celite, and the filtrate concentrated to dryness ... Isolated yield 99.0%. The product is NC1=C(C=C(C=C1)N(S(=O)(=O)C)C1=CC2=C(C(=C(O2)C2=CC=C(C=C2)F)C(=O)NC)C=C1C1CC1)Cl (6-(N-(4-Amino-3-chlorophenyl)methylsulfonamido)-5-cyclopropyl-2-(4-fluorophenyl)-N-methylbenzofuran-3-carboxamide). Starting materials: ClC=1C=C(C=CC1[N+](=O)[O-])N(S(=O)(=O)C)C1=CC2=C(C(=C(O2)C2=CC=C(C=C2)F)C(=O)NC)C=C1C1CC1 (6-(N-(3-chloro-4-nitrophenyl)methylsulfonamido)-5-cyclopropyl-2-(4-fluorophenyl)-N-methylbenzofuran-3-carboxamide). The solvent is C1CCOC1.CO (THF MeOH). Procedure: First, 1030 g of a solution of etidronic acid (206 g as etidronic acid) was heated to 70° C. and 2035 g of a zinc oxide slurry (407 g as zinc oxide) held at 70° C. was added dropwise over about 2 hours with stirring. The mol ratio of zinc oxide to etidronic acid was 5/1. This slurry was stirred at 60° to 70° C. for 5 hours and, then, cooled to room temperature. The slurry was filtered and the dehydrated cake was washed with distilled water 3 to 5 times and, then, subjected to dehydration, drying... Product: [O-2].[Zn+2].[Zn].CC(O)(P(=O)(O)O)P(=O)(O)O (zinc oxide zinc etidronate). Reactants: [O-2].[Zn+2] (zinc oxide), solution, CC(O)(P(=O)(O)O)P(=O)(O)O (etidronic acid), [O-2].[Zn+2] (zinc oxide), [O-2].[Zn+2] (zinc oxide), CC(O)(P(=O)(O)O)P(=O)(O)O (etidronic acid). As a reaction SMILES: [CH3:1][C:2]([P:8]([OH:11])([OH:10])=[O:9])([P:4]([OH:7])([OH:6])=[O:5])[OH:3].[O-2].[Zn+2:13]>>[O-2:3].[Zn+2:13].[Zn:13].[CH3:1][C:2]([P:8]([OH:11])([OH:10])=[O:9])([P:4]([OH:7])([OH:6])=[O:5])[OH:3] |f:1.2,3.4.5.6|. The reactants are O=C(O)CC(=O)O, CCOC(=O)CC(=O)OCC, CC[Mg]OC(C)CC, [Cl-], CC(Oc1ccc(Oc2ccc(Cl)cc2Cl)cc1)C(=O)Cl. Yields the product CCOC(=O)C(C(=O)OCC)C(=O)C(C)Oc1ccc(Oc2ccc(Cl)cc2Cl)cc1. Reaction SMILES: [C:22]([OH:23])(=[O:24])[CH2:25][C:26]([OH:27])=[O:28].[C:37]([CH2:38][C:39](=[O:40])[O:41][CH2:42][CH3:43])(=[O:44])[O:45][CH2:46][CH3:47].[CH2:29]([CH:30]([O:31][Mg:32][CH2:33][CH3:34])[CH3:35])[CH3:36].[Cl-:48].[Cl:1][c:2]1[c:3]([O:4][c:5]2[cH:6][cH:7][c:8]([O:9][CH:10]([C:11](=[O:12])[Cl:13])[CH3:14])[cH:15][cH:16]2)[cH:17][cH:18][c:19]([Cl:21])[cH:20]1>>[Cl:1][c:2]1[c:3]([O:4][c:5]2[cH:6][cH:7][c:8]([O:9][CH:10]([C:11](=[O:12])[CH:38]([C:37](=[O:44])[O:45][CH2:46][CH3:47])[C:39](=[O:40])[O:41][CH2:42][CH3:43])[CH3:14])[cH:15][cH:16]2)[cH:17][cH:18][c:19]([Cl:21])[cH:20]1. Reactants: CC1(C(C1(C)C)C(=O)Cl)C (2,2,3,3-tetramethylcyclopropanecarbonyl chloride), CN (methyl amine). Run in C1CCOC1 (THF). Reaction conditions: time 24 hour. Product: CNC(=O)C1C(C1(C)C)(C)C (N-Methyl-2,2,3,3-tetramethylcyclopropanecarboxamide). Yield: 68.0%. As a reaction SMILES: [CH3:1][C:2]1([CH3:10])[C:4]([CH3:6])([CH3:5])[CH:3]1[C:7](Cl)=[O:8].[CH3:11][NH2:12]>C1COCC1>[CH3:11][NH:12][C:7]([CH:3]1[C:2]([CH3:10])([CH3:1])[C:4]1([CH3:6])[CH3:5])=[O:8]. Reported procedure: A solution of 2,2,3,3-tetramethylcyclopropanecarbonyl chloride (16.05 g, 0.1 mole) in the THF (50 ml) was added slowly to 35% aqueous methyl amine (200 ml). The reaction mixture was stirred for 24 hours at room temperature, and, after removal of THF under reduced pressure, was extracted with CH2Cl2 (2×50 ml). The CH2Cl2 extract was washed successively with H2O (2×100 ml), 0.3 N HCl (200 ml), 0.1 NaHCO3 (100 ml) and saturated NaCl (150 ml), dried over MgSO4 and evaporated to dryness under reduced...